This data is from the Open Reaction Database (ORD), a public repository of structured organic reaction records. The task is: describe an organic reaction: reactants, conditions, products, and yield The reactants are C (Methane), BrC=1C=C2C3C(N4C2=C(C1)OCC4)CCN(CC3)C(=O)OC(C)(C)C (tert-butyl 5-bromo-1,2,6b,7,8,10,11,11a-octahydro-9H-azepino[4,5-b][1,4]oxazino[2,3,4-hi]indole-9-carboxylate), COC=1C=C(C=CC1)B(O)O (3-methoxyphenyl boronic acid). Product: hydrochloride salt, COC=1C=C(C=CC1)C=1C=C2C3C(N4C2=C(C1)OCC4)CCNCC3 (5-(3-methoxyphenyl)-1,2,7,8,9,10,11,11a-octahydro-6bH-azepino[4,5-b][1,4]oxazino[2,3,4-hi]indole), COC=1C=C(C=CC1)C=1C=C2C3C(N4C2=C(C1)OCC4)CCN(CC3)C(=O)OC(C)(C)C (tert-butyl 5-(3-methoxyphenyl)-1,2,6b,7,8,10,11,11a-octahydro-9H-azepino[4,5-b][1,4]oxazino[2,3,4-hi]indole-9-carboxylate). Yield: 139.7%. As a reaction SMILES: Br[C:2]1[CH:3]=[C:4]2[C:8]3=[C:9]([O:11][CH2:12][CH2:13][N:7]3[CH:6]3[CH2:14][CH2:15][N:16]([C:19]([O:21][C:22]([CH3:25])([CH3:24])[CH3:23])=[O:20])[CH2:17][CH2:18][CH:5]23)[CH:10]=1.[CH3:26][O:27][C:28]1[CH:29]=[C:30](B(O)O)[CH:31]=[CH:32][CH:33]=1.C>>[CH3:26][O:27][C:28]1[CH:33]=[C:32]([C:2]2[CH:3]=[C:4]3[C:8]4=[C:9]([O:11][CH2:12][CH2:13][N:7]4[CH:6]4[CH2:14][CH2:15][NH:16][CH2:17][CH2:18][CH:5]34)[CH:10]=2)[CH:31]=[CH:30][CH:29]=1.[CH3:26][O:27][C:28]1[CH:33]=[C:32]([C:2]2[CH:3]=[C:4]3[C:8]4=[C:9]([O:11][CH2:12][CH2:13][N:7]4[CH:6]4[CH2:14][CH2:15][N:16]([C:19]([O:21][C:22]([CH3:23])([CH3:25])[CH3:24])=[O:20])[CH2:17][CH2:18][CH:5]34)[CH:10]=2)[CH:31]=[CH:30][CH:29]=1. Procedure details: Tert-butyl 5-(3-methoxyphenyl)-1,2,6b,7,8,10,11,11a-octahydro-9H-azepino[4,5-b][1,4]oxazino[2,3,4-hi]indole-9-carboxylate (502 mg, 70%) was prepared via coupling of tert-butyl 5-bromo-1,2,6b,7,8,10,11,11a-octahydro-9H-azepino[4,5-b][1,4]oxazino[2,3,4-hi]indole-9-carboxylate (671 mg, 1.64 mmol) with 3-methoxyphenyl boronic acid (374 mg, 2.46 mmol) as illustrated by the general procedure described in Example 534 Step C. CIMS (Methane) m/z=437 [MH]+. The corresponding hydrochloride salt of the titl... The reactants are C(CC)/C(/C(=O)O)=C\S(=O)(=O)C1=CC=C(C=C1)C(=O)C1=CC=NC=C1 ((E)-2-Propyl-3-[4-(pyridine-4-carbonyl)benzenesulfonyl]-acrylic acid), C(CC)/C(/C(=O)O)=C\S(=O)(=O)C1=CC=C(C=C1)C(=O)C1=CC=NC=C1 ((E)-2-Propyl-3-[4-(pyridine-4-carbonyl)benzenesulfonyl]acrylic acid), [H+].[B-](F)(F)(F)F (HBF4), [H+].[B-](F)(F)(F)F (HBF4), F[B-](F)(F)F (BF4). Solvent: C(Cl)Cl (DCM). Reaction conditions: time 16 hour. Product: N1=CC=C(C=C1)C(=O)C1=CC=C(C=C1)S(=O)(=O)CC(C(=O)O)CCC (2-[4-(Pyridine-4-carbonyl)benzenesulfonylmethyl]pentanoic acid). The yield is 83.0%. Reaction SMILES: [CH2:1](/[C:4](=[CH:8]\[S:9]([C:12]1[CH:17]=[CH:16][C:15]([C:18]([C:20]2[CH:25]=[CH:24][N:23]=[CH:22][CH:21]=2)=[O:19])=[CH:14][CH:13]=1)(=[O:11])=[O:10])/[C:5]([OH:7])=[O:6])[CH2:2][CH3:3].[H+].[B-](F)(F)(F)F.F[B-](F)(F)F>C(Cl)Cl>[N:23]1[CH:24]=[CH:25][C:20]([C:18]([C:15]2[CH:14]=[CH:13][C:12]([S:9]([CH2:8][CH:4]([CH2:1][CH2:2][CH3:3])[C:5]([OH:7])=[O:6])(=[O:11])=[O:10])=[CH:17][CH:16]=2)=[O:19])=[CH:21][CH:22]=1 |f:1.2|. Procedure: (E)-2-Propyl-3-[4-(pyridine-4-carbonyl)benzenesulfonyl]acrylic acid was converted into its HBF4 salt on treatment with 1 equivalent of HBF4 in DCM and evaporation to dryness. (E)-2-Propyl-3-[4-(pyridine-4-carbonyl)benzenesulfonyl]-acrylic acid hydrofluoroborate (0.22 g, 0.49 mmol) and [(R,R)-MeDuPHOS Rh (COD)]BF4 (6 mg, 0.49×10−2 mmol) were place in the pressure vessel under nitrogen, and then the bomb was degassed with hydrogen. Degassed methanol (10 ml) was added and the mixture was hydrogenat...